Task: describe an organic reaction: reactants, conditions, products, and yield. Dataset: the Open Reaction Database (ORD), a public repository of structured organic reaction records Reactants: CCBr, C1CCOC1, CC(C)(C)[O-], O=S(=O)(c1ccc(Cl)cc1)C1CCOc2c(F)ccc(F)c21, [K+], O. Product: CCC1(S(=O)(=O)c2ccc(Cl)cc2)CCOc2c(F)ccc(F)c21. As a reaction SMILES: [CH2:23]([CH3:24])[Br:25].[CH2:32]1[O:33][CH2:34][CH2:35][CH2:36]1.[CH3:26][C:27]([CH3:28])([O-:29])[CH3:30].[Cl:1][c:2]1[cH:3][cH:4][c:5]([S:8](=[O:9])(=[O:10])[CH:11]2[CH2:12][CH2:13][O:14][c:15]3[c:16]2[c:17]([F:22])[cH:18][cH:19][c:20]3[F:21])[cH:6][cH:7]1.[K+:31].[OH2:37]>>[Cl:1][c:2]1[cH:3][cH:4][c:5]([S:8](=[O:9])(=[O:10])[C:11]2([CH2:23][CH3:24])[CH2:12][CH2:13][O:14][c:15]3[c:16]2[c:17]([F:22])[cH:18][cH:19][c:20]3[F:21])[cH:6][cH:7]1. Starting materials: N(N)C1=NN(C(=C1)SC)C (3-Hydrazino-1-methyl-5-methylmercaptopyrazole), C(C)OC=C(C#N)C#N (ethoxymethylenemalononitrile). The solvent is C(C)O (ethanol). Run at time 30 minute. Product: NC1=C(C=NN1C1=NN(C(=C1)SC)C)C#N (5-Amino-4-cyano-1-(1-methyl-5-methylmercapto-3-pyrazolyl)pyrazole). RXN SMILES: [NH:1]([C:3]1[CH:7]=[C:6]([S:8][CH3:9])[N:5]([CH3:10])[N:4]=1)[NH2:2].C(O[CH:14]=[C:15]([C:18]#[N:19])[C:16]#[N:17])C>C(O)C>[NH2:19][C:18]1[N:1]([C:3]2[CH:7]=[C:6]([S:8][CH3:9])[N:5]([CH3:10])[N:4]=2)[N:2]=[CH:14][C:15]=1[C:16]#[N:17]. Procedure: A mixture of 2.0 g (13.1 mmol) 3-Hydrazino-1-methyl-5-methylmercaptopyrazole and 1.8 g (14.4 mmol) ethoxymethylenemalononitrile in 25 ml ethanol was stirred for 30 minutes at room temperature and heated at boiling point for 3 hours. The reaction mixture was concentrated and the residue purified by silica gel chromatography (hexane/ethyl acetate 1:1). Run in CC(C)O (2-propanol). The yield is 83.4%. Procedure: A mixture of 4-(diethylamino)salicylaldehyde (10 g, 52 mmol, obtained from Aldrich) dissolved in 80 ml of 2-propanol, and N-methyl-N-phenylhydrazine (6.8 ml, 63 mmol, obtained from Aldrich) was added to a 250 ml round bottom flask equipped with a reflux condenser and a magnetic stirrer. The reaction mixture was refluxed until 4-(diethylamino)salicylaldehyde completely reacted. After the termination of the reaction, the reaction mixture was cooled to room temperature. The crystals formed were fil... RXN SMILES: [CH2:1]([N:3]([CH2:13][CH3:14])[C:4]1[CH:5]=[C:6]([OH:12])[C:7](=[CH:10][CH:11]=1)[CH:8]=O)[CH3:2].[CH3:15][N:16]([C:18]1[CH:23]=[CH:22][CH:21]=[CH:20][CH:19]=1)[NH2:17]>CC(O)C>[CH3:15][N:16]([C:18]1[CH:23]=[CH:22][CH:21]=[CH:20][CH:19]=1)[N:17]=[CH:8][C:7]1[C:6](=[CH:5][C:4]([N:3]([CH2:13][CH3:14])[CH2:1][CH3:2])=[CH:11][CH:10]=1)[OH:12]. Starting materials: C(C)N(C=1C=C(C(C=O)=CC1)O)CC (4-(diethylamino)salicylaldehyde), CN(N)C1=CC=CC=C1 (N-methyl-N-phenylhydrazine), C(C)N(C=1C=C(C(C=O)=CC1)O)CC (4-(diethylamino)salicylaldehyde). The product is CN(N=CC=1C(O)=CC(=CC1)N(CC)CC)C1=CC=CC=C1 (4-(diethylamino)salicylaldehyde N-methyl-N-phenylhydrazone). Reactants: C(C)(C)(C)OC(=O)N1[C@@H](CC(C1)=NOC)C(=O)O ((2S,4EZ)-1-(tert-butoxycarbonyl)-4-(methoxyimino)-2-pyrrolidinecarboxylic acid), ClC=1C=C(C=CC1Cl)C1=CC=C(C=C1)C(=O)O (3′,4′-dichloro[1,1′-biphenyl]-4-carboxylic acid), NCC(O)C1=CC=CC=C1 ((1RS)-2-amino-1-phenylethanol). Product: ClC=1C=C(C=CC1Cl)C1=CC=C(C=C1)C(=O)N1[C@@H](CC(C1)=NOC)C(=O)NCC(C1=CC=CC=C1)O ((2S,4EZ)-1-[(3′,4′-dichioro[1,1′-biphenyl]-4-yl)carbonyl]-N-[(2RS)-2-hydroxy-2-phenylethyl]-4-(methoxyimino)-2-pyrrolidinecarboxamide). As a reaction SMILES: C(O[C:6]([N:8]1[CH2:12][C:11](=[N:13][O:14][CH3:15])[CH2:10][C@H:9]1[C:16]([OH:18])=O)=[O:7])(C)(C)C.[Cl:19][C:20]1[CH:21]=[C:22]([C:27]2[CH:32]=[CH:31][C:30](C(O)=O)=[CH:29][CH:28]=2)[CH:23]=[CH:24][C:25]=1[Cl:26].[NH2:36][CH2:37][CH:38]([C:40]1[CH:45]=[CH:44][CH:43]=[CH:42][CH:41]=1)[OH:39]>>[Cl:19][C:20]1[CH:21]=[C:22]([C:27]2[CH:28]=[CH:29][C:30]([C:6]([N:8]3[CH2:12][C:11](=[N:13][O:14][CH3:15])[CH2:10][C@H:9]3[C:16]([NH:36][CH2:37][CH:38]([OH:39])[C:40]3[CH:45]=[CH:44][CH:43]=[CH:42][CH:41]=3)=[O:18])=[O:7])=[CH:31][CH:32]=2)[CH:23]=[CH:24][C:25]=1[Cl:26]. Procedure details: Following the general method as outlined in Example 22, starting from (2S,4EZ)-1-(tert-butoxycarbonyl)-4-(methoxyimino)-2-pyrrolidinecarboxylic acid, 3′,4′-dichloro[1,1′-biphenyl]-4-carboxylic acid, and (1RS)-2-amino-1-phenylethanol, the title compound was obtained in 89% purity by HPLC. MS(ESI+): m/z=527.